Dataset: the Open Reaction Database (ORD), a public repository of structured organic reaction records. Task: describe an organic reaction: reactants, conditions, products, and yield The reactants are BrC=1NC=C(N1)C(=O)O (2-bromo-1H-imidazole-4-carboxylic acid), N[C@H](CN1N=C(C=C1)C1=CC(=C(C#N)C=C1)Cl)C ((S)-4-(1-(2-aminopropyl)-1H-pyrazol-3-yl)-2-chlorobenzonitrile), CN(C)C=O (DMF), C(Cl)Cl (DCM). Solvent: O (water). The product is BrC=1NC=C(N1)C(=O)N[C@H](CN1N=C(C=C1)C1=CC(=C(C=C1)C#N)Cl)C ((S)-2-Bromo-N-(1-(3-(3-chloro-4-cyanophenyl)-1H-pyrazol-1-yl)-propan-2-yl)-1H-imidazole-4-carboxamide). Yield: 2.3%. Reaction SMILES: [Br:1][C:2]1[NH:3][CH:4]=[C:5]([C:7]([OH:9])=O)[N:6]=1.[NH2:10][C@@H:11]([CH3:27])[CH2:12][N:13]1[CH:17]=[CH:16][C:15]([C:18]2[CH:25]=[CH:24][C:21]([C:22]#[N:23])=[C:20]([Cl:26])[CH:19]=2)=[N:14]1.CN(C=O)C.C(Cl)Cl>O>[Br:1][C:2]1[NH:3][CH:4]=[C:5]([C:7]([NH:10][C@@H:11]([CH3:27])[CH2:12][N:13]2[CH:17]=[CH:16][C:15]([C:18]3[CH:25]=[CH:24][C:21]([C:22]#[N:23])=[C:20]([Cl:26])[CH:19]=3)=[N:14]2)=[O:9])[N:6]=1. Procedure details: The title compound was prepared using the procedure described in Example 3(h) starting from 2-bromo-1H-imidazole-4-carboxylic acid (5.75 mmol, 1.099 g) and (S)-4-(1-(2-aminopropyl)-1H-pyrazol-3-yl)-2-chlorobenzonitrile (3.84 mmol, 1 g) using DMF (10 ml) as the solvent. DCM and water were added, the phases were separated and the water phase was extracted with DCM. The combined organics were washed three times with water. The DCM phase was dried, filtered and evaporated. The crude product was puri... Reactants: N1=CC=CC=C1 (Pyridine), C1(=CC=CC=C1)SC=CC(=O)Cl (3-(phenylthio)acryloyl chloride), Cl (hydrochloric acid), C(C1=CC=CC=C1)ON (O-benzylhydroxylamine). The solvent is C1CCOC1 (THF). Run at time 3 hour. Yields the product C(C1=CC=CC=C1)ONC(C=CSC1=CC=CC=C1)=O (N-benzyloxy-3-(phenylthio)acrylamide). Isolated yield 81.2%. As a reaction SMILES: N1C=CC=CC=1.[C:7]1([S:13][CH:14]=[CH:15][C:16](Cl)=[O:17])[CH:12]=[CH:11][CH:10]=[CH:9][CH:8]=1.Cl.[CH2:20]([O:27][NH2:28])[C:21]1[CH:26]=[CH:25][CH:24]=[CH:23][CH:22]=1>C1COCC1>[CH2:20]([O:27][NH:28][C:16](=[O:17])[CH:15]=[CH:14][S:13][C:7]1[CH:12]=[CH:11][CH:10]=[CH:9][CH:8]=1)[C:21]1[CH:26]=[CH:25][CH:24]=[CH:23][CH:22]=1. Procedure details: Pyridine (2.7 ml) was added to THF (80 ml) solution of 3-(phenylthio)acryloyl chloride (3.0 g) and hydrochloric acid salt of O-benzylhydroxylamine (2.6 g) under ice-cooling and stirred at the same temperature for one hour and at room temperature for three hours. The reaction mixture was concentrated under reduced pressure. Chloroform (150 ml) was added to the residue, washed successively with 1N hydrochloric acid, pure water and aqueous saturated sodium chloride solution, dried over anhydrous ma... Reactants: CN(C)c1ccccc1C(N)=O, Cc1ccccc1, Cc1cc(N=C=O)ccc1Oc1ncc(Cl)cn1. Yields the product Cc1cc(NC(=O)NC(=O)c2ccccc2N(C)C)ccc1Oc1ncc(Cl)cn1. Reaction SMILES: [CH3:19][N:20]([c:21]1[c:22]([C:23](=[O:24])[NH2:25])[cH:26][cH:27][cH:28][cH:29]1)[CH3:30].[CH3:31][c:32]1[cH:33][cH:34][cH:35][cH:36][cH:37]1.[Cl:1][c:2]1[cH:3][n:4][c:5]([O:8][c:9]2[c:10]([CH3:18])[cH:11][c:12]([N:15]=[C:16]=[O:17])[cH:13][cH:14]2)[n:6][cH:7]1>>[Cl:1][c:2]1[cH:3][n:4][c:5]([O:8][c:9]2[c:10]([CH3:18])[cH:11][c:12]([NH:15][C:16](=[O:17])[NH:25][C:23]([c:22]3[c:21]([N:20]([CH3:19])[CH3:30])[cH:29][cH:28][cH:27][cH:26]3)=[O:24])[cH:13][cH:14]2)[n:6][cH:7]1. Reactants: CCCNc1ccc([N+](=O)[O-])cc1-c1nc2cc(Br)ccc2o1, OB(O)c1cc2ccccc2s1. Product: CCCNc1ccc([N+](=O)[O-])cc1-c1nc2cc(-c3cc4ccccc4s3)ccc2o1. Reaction SMILES: [N+:1](=[O:2])([O-:3])[c:4]1[cH:5][c:6](-[c:14]2[o:15][c:16]3[c:17]([n:18]2)[cH:19][c:20]([Br:23])[cH:21][cH:22]3)[c:7]([NH:10][CH2:11][CH2:12][CH3:13])[cH:8][cH:9]1.[s:24]1[c:25]([B:33]([OH:34])[OH:35])[cH:26][c:27]2[c:28]1[cH:29][cH:30][cH:31][cH:32]2>>[N+:1](=[O:2])([O-:3])[c:4]1[cH:5][c:6](-[c:14]2[o:15][c:16]3[c:17]([n:18]2)[cH:19][c:20](-[c:25]2[s:24][c:28]4[c:27]([cH:26]2)[cH:32][cH:31][cH:30][cH:29]4)[cH:21][cH:22]3)[c:7]([NH:10][CH2:11][CH2:12][CH3:13])[cH:8][cH:9]1. Starting materials: N1(CCCC1)CCN1C(=NC(=C1)C1CCOCC1)C1CCN(CC1)C(=O)OC(C)(C)C (tert-butyl 4-(1-(2-(pyrrolidin-1-yl)ethyl)-4-(tetrahydro-2H-pyran-4-yl)-1H-imidazol-2-yl)piperidine-1-carboxylate), ClCCl (dichloromethane), Cl (hydrogen chloride), O1CCOCC1 (1,4-dioxane). The solvent is CO (methanol). Run at time 1 hour. Product: O1CCC(CC1)C=1N=C(N(C1)CCN1CCCC1)C1CCNCC1 (4-(4-(Tetrahydro-2H-pyran-4-yl)-1-(2-(pyrrolidin-1-yl)ethyl)-1H-imidazol-2-yl)piperidine). Yield: 124.6%. As a reaction SMILES: [N:1]1([CH2:6][CH2:7][N:8]2[CH:12]=[C:11]([CH:13]3[CH2:18][CH2:17][O:16][CH2:15][CH2:14]3)[N:10]=[C:9]2[CH:19]2[CH2:24][CH2:23][N:22](C(OC(C)(C)C)=O)[CH2:21][CH2:20]2)[CH2:5][CH2:4][CH2:3][CH2:2]1.ClCCl.Cl.O1CCOCC1>CO>[O:16]1[CH2:15][CH2:14][CH:13]([C:11]2[N:10]=[C:9]([CH:19]3[CH2:20][CH2:21][NH:22][CH2:23][CH2:24]3)[N:8]([CH2:7][CH2:6][N:1]3[CH2:2][CH2:3][CH2:4][CH2:5]3)[CH:12]=2)[CH2:18][CH2:17]1. Procedure details: Combine tert-butyl 4-(1-(2-(pyrrolidin-1-yl)ethyl)-4-(tetrahydro-2H-pyran-4-yl)-1H-imidazol-2-yl)piperidine-1-carboxylate (1.74 g, 4.03 mmol), dichloromethane (53 mL) and methanol (21 mL). Add 4 M hydrogen chloride in 1,4-dioxane (10.4 mL, 10.3 eq). After one hour, concentrate in vacuo. Dry the resulting residue under vacuum to give the title compound as a white solid (1.67 g, 94%). MS (ES) m/z=333 [M]+. Starting materials: FC=1C=C(C(=O)N(C)C=2C=NC=CC2C2=C(C=C(C=C2)F)OC)C=C(C1)C(F)(F)F (3-Fluoro-N-[4-(4-fluoro-2-methoxy-phenyl)-pyridin-3-yl]-N-methyl-5-trifluoromethyl-benzamide), FC(C=1C=C(C(=O)O)C=C(N1)C(F)(F)F)(F)F (2,6-bis(trifluoromethyl) isonicotinic acid). The product is FC1=CC(=C(C=C1)C1=C(C=NC=C1)N(C(C1=CC(=NC(=C1)C(F)(F)F)C(F)(F)F)=O)C)OC (N-[4-(4-Fluoro-2-methoxy-phenyl)-pyridin-3-yl]-N-methyl-2,6-bis-trifluoromethyl-isonicotinamide). As a reaction SMILES: FC1[CH:3]=[C:4]([CH:24]=[C:25]([C:27]([F:30])([F:29])[F:28])C=1)[C:5]([N:7]([C:9]1[CH:10]=[N:11][CH:12]=[CH:13][C:14]=1[C:15]1[CH:20]=[CH:19][C:18]([F:21])=[CH:17][C:16]=1[O:22][CH3:23])[CH3:8])=[O:6].[F:31][C:32]([F:47])([F:46])[C:33]1C=C(C=C(C(F)(F)F)[N:41]=1)C(O)=O>>[F:21][C:18]1[CH:19]=[CH:20][C:15]([C:14]2[CH:13]=[CH:12][N:11]=[CH:10][C:9]=2[N:7]([CH3:8])[C:5](=[O:6])[C:4]2[CH:24]=[C:25]([C:27]([F:30])([F:29])[F:28])[N:41]=[C:33]([C:32]([F:47])([F:46])[F:31])[CH:3]=2)=[C:16]([O:22][CH3:23])[CH:17]=1. Procedure details: The title compound was prepared in analogy to example 90, from [4-(4-fluoro-2-methoxy-phenyl)-pyridin-3-yl]-methyl-amine (example 129, intermediate) and 2,6-bis(trifluoromethyl) isonicotinic acid (Key Organics Ltd.) after a reaction time of 22 hours. The compound was purified by silica gel chromatography on a 20 g column using a MPLC system eluting with a gradient of n-heptane:EtOAc (100:0 to 0:100). Light brown solid (73%). MS (ESI): m/z=474.11 [M+H]+.